From a dataset of the Open Reaction Database (ORD), a public repository of structured organic reaction records. describe an organic reaction: reactants, conditions, products, and yield Reactants: ClC1=NC(=C2NC=NC2=N1)Cl (2,6-dichloropurine), N1=CNC2=C1C=CC=C2 (benzimidazole). Solvent: C(CCC)O (butanol). The product is N1(C=NC2=C1C=CC=C2)C2=C1N=CNC1=NC(=N2)Cl (6-(1H-benzimidazol-1-yl)-2-chloro-9H-purine). Isolated yield 40.6%. Reaction SMILES: [Cl:1][C:2]1[N:10]=[C:9]2[C:5]([NH:6][CH:7]=[N:8]2)=[C:4](Cl)[N:3]=1.[N:12]1[C:16]2[CH:17]=[CH:18][CH:19]=[CH:20][C:15]=2[NH:14][CH:13]=1>C(O)CCC>[N:12]1([C:4]2[N:3]=[C:2]([Cl:1])[N:10]=[C:9]3[C:5]=2[N:6]=[CH:7][NH:8]3)[C:16]2[CH:17]=[CH:18][CH:19]=[CH:20][C:15]=2[N:14]=[CH:13]1. Procedure details: The same procedure as in Example 1 is carried out, starting from 1.89 g of 2,6-dichloropurine, 40 ml of butanol and 1.30 g of benzimidazole. 1.1 g of expected product are obtained. Reactants: C(C)(CC)[BH-](C(C)CC)C(C)CC.[Li+] (lithium tri-s-butylborohydride), [OH-].[Na+] (sodium hydroxide), OO (hydrogen peroxide), [Si](C)(C)(C(C)(C)C)O[C@H]1C[C@@H](CC2=CC=C3[C@@H]4CC=C([C@H](C)O)[C@]4(CC[C@@H]3[C@@]12C)C)O[Si](C)(C)C(C)(C)C (1α,3β-bis(tert-butyldimethylsilyloxy)-20(S)-hydroxypregna-5,7,16-triene), [H-].[Na+] (sodium hydride), BrCC1C(C)(C)O1 (4-bromo-2,3-epoxy-2-methylbutane). The solvent is O1CCCC1 (tetrahydrofuran), C(C)(=O)OCC (ethyl acetate), O1CCCC1 (tetrahydrofuran). The product is [Si](C)(C)(C(C)(C)C)O[C@H]1C[C@@H](CC2=CC=C3[C@@H]4CC=C([C@H](C)OCCC(C)(C)O)[C@]4(CC[C@@H]3[C@@]12C)C)O[Si](C)(C)C(C)(C)C (1α,3β-bis(tert-butyldimethylsilyloxy)-20(S)-(3-hydroxy-3-methylbutyloxy)pregna-5,7,16-triene). The yield is 100.1%. As a reaction SMILES: [Si:1]([O:8][C@@H:9]1[C@@:28]2([CH3:29])[C:13](=[CH:14][CH:15]=[C:16]3[C@@H:27]2[CH2:26][CH2:25][C@@:24]2([CH3:30])[C@H:17]3[CH2:18][CH:19]=[C:20]2[C@@H:21]([OH:23])[CH3:22])[CH2:12][C@@H:11]([O:31][Si:32]([C:35]([CH3:38])([CH3:37])[CH3:36])([CH3:34])[CH3:33])[CH2:10]1)([C:4]([CH3:7])([CH3:6])[CH3:5])([CH3:3])[CH3:2].[H-].[Na+].Br[CH2:42][CH:43]1[O:47][C:44]1([CH3:46])[CH3:45].C([BH-](C(CC)C)C(CC)C)(CC)C.[Li+].[OH-].[Na+].OO>O1CCCC1.C(OCC)(=O)C>[Si:1]([O:8][C@@H:9]1[C@@:28]2([CH3:29])[C:13](=[CH:14][CH:15]=[C:16]3[C@@H:27]2[CH2:26][CH2:25][C@@:24]2([CH3:30])[C@H:17]3[CH2:18][CH:19]=[C:20]2[C@@H:21]([O:23][CH2:42][CH2:43][C:44]([OH:47])([CH3:46])[CH3:45])[CH3:22])[CH2:12][C@@H:11]([O:31][Si:32]([C:35]([CH3:37])([CH3:36])[CH3:38])([CH3:33])[CH3:34])[CH2:10]1)([C:4]([CH3:7])([CH3:6])[CH3:5])([CH3:3])[CH3:2] |f:1.2,4.5,6.7|. Procedure details: After a mixed solution of 1α,3β-bis(tert-butyldimethylsilyloxy)-20(S)-hydroxypregna-5,7,16-triene (97 mg, 0.175mmol), sodium hydride (50 mg, 2.08 mmol) and 4-bromo-2,3-epoxy-2-methylbutane (145 mg, 0.877 mmol) in tetrahydrofuran (2ml) was heated under reflux for 12 hours, 1M lithium tri-s-butylborohydride solution in tetrahydrofuran (1.8 ml, 1.80 mmol) was added and the mixed solution was heated under reflux for 45 minutes. The reaction solution was stirred with 3N aqueous sodium hydroxide solut...